The task is: describe an organic reaction: reactants, conditions, products, and yield. This data is from the Open Reaction Database (ORD), a public repository of structured organic reaction records. Reported procedure: A stirred suspension of 4-{5-(2-furoyl)-6-methyl-2-oxo-1-[3-(trifluoromethyl)phenyl]-1,2,3,4-tetrahydropyrimidin-4-yl}benzonitrile (Example 20A) (150 mg, 0.33 mmol) and potassium carbonate (83 mg, 0.60 mmol) in dimethylformamide (5 ml) is treated with tert.-butyl bromoacetate (71 mg, 0.36 mmol), then stirred at room temperature overnight (16 h). The reaction solution is then diluted with methanol (7 ml) and purified directly by preparative HPLC (RP18 column; eluent: acetonitrile/water 10:90→90:1... The reactants are O1C(=CC=C1)C(=O)C=1C(NC(N(C1C)C1=CC(=CC=C1)C(F)(F)F)=O)C1=CC=C(C#N)C=C1 (4-{5-(2-Furoyl)-6-methyl-2-oxo-1-[3-(trifluoromethyl)phenyl]-1,2,3,4-tetrahydropyrimidin-4-yl}-benzonitrile), C([O-])([O-])=O.[K+].[K+] (potassium carbonate), BrCC(=O)OC(C)(C)C (tert.-butyl bromoacetate). Yields the product C(#N)C1=CC=C(C=C1)C1C(=C(N(C(N1CC(=O)OC(C)(C)C)=O)C1=CC(=CC=C1)C(F)(F)F)C)C(=O)C=1OC=CC1 (tert.-Butyl [6-(4-cyanophenyl)-5-(2-furoyl)-4-methyl-2-oxo-3-[3-(trifluoromethyl)phenyl]-3,6-dihydropyrimidin-1(2H)-yl]acetate). As a reaction SMILES: [O:1]1[CH:5]=[CH:4][CH:3]=[C:2]1[C:6]([C:8]1[CH:9]([C:26]2[CH:33]=[CH:32][C:29]([C:30]#[N:31])=[CH:28][CH:27]=2)[NH:10][C:11](=[O:25])[N:12]([C:15]2[CH:20]=[CH:19][CH:18]=[C:17]([C:21]([F:24])([F:23])[F:22])[CH:16]=2)[C:13]=1[CH3:14])=[O:7].C(=O)([O-])[O-].[K+].[K+].Br[CH2:41][C:42]([O:44][C:45]([CH3:48])([CH3:47])[CH3:46])=[O:43]>CN(C)C=O.CO>[C:30]([C:29]1[CH:28]=[CH:27][C:26]([CH:9]2[N:10]([CH2:41][C:42]([O:44][C:45]([CH3:48])([CH3:47])[CH3:46])=[O:43])[C:11](=[O:25])[N:12]([C:15]3[CH:20]=[CH:19][CH:18]=[C:17]([C:21]([F:22])([F:23])[F:24])[CH:16]=3)[C:13]([CH3:14])=[C:8]2[C:6]([C:2]2[O:1][CH:5]=[CH:4][CH:3]=2)=[O:7])=[CH:33][CH:32]=1)#[N:31] |f:1.2.3|. Run in CO (methanol), CN(C=O)C (dimethylformamide). Run at time 16 hour.